This data is from the Open Reaction Database (ORD), a public repository of structured organic reaction records. The task is: describe an organic reaction: reactants, conditions, products, and yield The reactants are solution, N(=NC(=O)OCC)C(=O)OCC (diethyl azodicarboxylate), C1(=CC=CC=C1)C (toluene), OC[C@@H]([C@H]1OC([C@@H](C1)C)=O)NS(=O)(=O)C1=C(C=CC=C1)[N+](=O)[O-] (N-{(S)-2-hydroxy-1-[(2S,4R)-4-methyl-5-oxotetrahydrofuran-2-yl]ethyl}-2-nitrobenzenesulfonamide), C1(=CC=CC=C1)P(C1=CC=CC=C1)C1=CC=CC=C1 (triphenylphosphine). The solvent is O1CCCC1 (tetrahydrofuran). Run at time 5 minute. Yields the product C[C@H]1C(O[C@@H](C1)C1[N@](C1)S(=O)(=O)C1=C(C=CC=C1)[N+](=O)[O-])=O ((3R,5S)-3-Methyl-5-[(S)-1-(2-nitrobenzenesulfonyl)aziridin-2-yl]dihydrofuran-2-one). The yield is 86.6%. As a reaction SMILES: N(C(OCC)=O)=NC(OCC)=O.C1(C)C=CC=CC=1.O[CH2:21][C@H:22]([NH:30][S:31]([C:34]1[CH:39]=[CH:38][CH:37]=[CH:36][C:35]=1[N+:40]([O-:42])=[O:41])(=[O:33])=[O:32])[C@@H:23]1[CH2:27][C@@H:26]([CH3:28])[C:25](=[O:29])[O:24]1.C1(P(C2C=CC=CC=2)C2C=CC=CC=2)C=CC=CC=1>O1CCCC1>[CH3:28][C@@H:26]1[CH2:27][C@@H:23]([CH:22]2[CH2:21][N@@:30]2[S:31]([C:34]2[CH:39]=[CH:38][CH:37]=[CH:36][C:35]=2[N+:40]([O-:42])=[O:41])(=[O:33])=[O:32])[O:24][C:25]1=[O:29]. Procedure: 1.6 ml of a solution of diethyl azodicarboxylate in toluene (40%) (3.48 mmol) was added to a solution of 1.00 g of N-{(S)-2-hydroxy-1-[(2S,4R)-4-methyl-5-oxotetrahydrofuran-2-yl]ethyl}-2-nitrobenzenesulfonamide obtained in Example (76f) (2.90 mmol) and 0.91 g of triphenylphosphine (3.48 mmol) in tetrahydrofuran (30 ml) under ice-cooling over five minutes, and the mixture was stirred at the same temperature for five minutes. The reaction mixture was concentrated under reduced pressure, and the re...